This data is from the Open Reaction Database (ORD), a public repository of structured organic reaction records. The task is: describe an organic reaction: reactants, conditions, products, and yield The reactants are O=C([O-])O, CN(C)CCS, CN(C)C=O, Oc1ccc(-c2cc3ccccc3nc2Cl)cc1, Cl, [H-], [H][H], [Na+], [Na+], O. Yields the product CN(C)CCSc1nc2ccccc2cc1-c1ccc(O)cc1, Cl. Reaction SMILES: [C:30](=[O:31])([OH:32])[O-:33].[CH3:2][N:3]([CH2:4][CH2:5][SH:6])[CH3:7].[CH3:35][N:36]([CH3:37])[CH:38]=[O:39].[Cl:12][c:13]1[n:14][c:15]2[cH:16][cH:17][cH:18][cH:19][c:20]2[cH:21][c:22]1-[c:23]1[cH:24][cH:25][c:26]([OH:29])[cH:27][cH:28]1.[ClH:1].[H-:8].[H:10][H:11].[Na+:34].[Na+:9].[OH2:40]>>[CH3:2][N:3]([CH2:4][CH2:5][S:6][c:13]1[n:14][c:15]2[cH:16][cH:17][cH:18][cH:19][c:20]2[cH:21][c:22]1-[c:23]1[cH:24][cH:25][c:26]([OH:29])[cH:27][cH:28]1)[CH3:7].[ClH:12]. The product is CCOC(=O)c1ccc(NC(=O)c2cccc(N)c2)cc1. The reactants are CCOC(=O)c1ccc(NC(=O)c2cccc([N+](=O)[O-])c2)cc1, C1CCOC1, Cl, [Sn]. RXN SMILES: [CH2:1]([CH3:2])[O:3][C:4]([c:5]1[cH:6][cH:7][c:8]([NH:11][C:12]([c:13]2[cH:14][c:15]([N+:19]([O-:20])=[O:21])[cH:16][cH:17][cH:18]2)=[O:22])[cH:9][cH:10]1)=[O:23].[CH2:26]1[O:27][CH2:28][CH2:29][CH2:30]1.[ClH:25].[Sn:24]>>[CH2:1]([CH3:2])[O:3][C:4]([c:5]1[cH:6][cH:7][c:8]([NH:11][C:12]([c:13]2[cH:14][c:15]([NH2:19])[cH:16][cH:17][cH:18]2)=[O:22])[cH:9][cH:10]1)=[O:23]. The reactants are NC1CCC1, O=C(Nc1nc2cc(C(F)(F)F)cc(Cl)n2n1)c1cccnc1. Product: O=C(Nc1nc2cc(C(F)(F)F)cc(NC3CCC3)n2n1)c1cccnc1. RXN SMILES: [CH:24]1([NH2:28])[CH2:25][CH2:26][CH2:27]1.[Cl:1][c:2]1[cH:3][c:4]([C:20]([F:21])([F:22])[F:23])[cH:5][c:6]2[n:7]1[n:8][c:9]([NH:11][C:12]([c:13]1[cH:14][n:15][cH:16][cH:17][cH:18]1)=[O:19])[n:10]2>>[c:2]1([NH:28][CH:24]2[CH2:25][CH2:26][CH2:27]2)[cH:3][c:4]([C:20]([F:21])([F:22])[F:23])[cH:5][c:6]2[n:7]1[n:8][c:9]([NH:11][C:12]([c:13]1[cH:14][n:15][cH:16][cH:17][cH:18]1)=[O:19])[n:10]2. Starting materials: ClC1=CC2=C(C(NC3=NC=CC=C23)=O)C=C1 (9-Chloro-5H-benzo[c][1,8]naphthyridin-6-one), NC1=CC=C(C=C1)C (p-toluidine). Product: C1(=CC=C(C=C1)NC1=CC2=C(C(NC3=NC=CC=C23)=O)C=C1)C (9-p-Tolylamino-5H-benzo[c][1,8]naphthyridin-6-one). Yield: 21.1%. RXN SMILES: Cl[C:2]1[CH:16]=[CH:15][C:5]2[C:6](=[O:14])[NH:7][C:8]3[C:13]([C:4]=2[CH:3]=1)=[CH:12][CH:11]=[CH:10][N:9]=3.[NH2:17][C:18]1[CH:23]=[CH:22][C:21]([CH3:24])=[CH:20][CH:19]=1>>[C:21]1([CH3:24])[CH:22]=[CH:23][C:18]([NH:17][C:2]2[CH:16]=[CH:15][C:5]3[C:6](=[O:14])[NH:7][C:8]4[C:13]([C:4]=3[CH:3]=2)=[CH:12][CH:11]=[CH:10][N:9]=4)=[CH:19][CH:20]=1. Procedure details: The title compound was synthesized according to the procedure described for the preparation of Example 231 using 6 (50 mg, 0.22 mmol) and p-toluidine (35 mg, 0.33 mmol) to provide 238 (14 mg, 21% yield) as a black solid. LC-MS (M+H=302, obsd.=302). 1H NMR (400 MHz, d6-DMSO): δ 11.64 (s, 1H), 8.82 (s, 1H), 8.44 (m, 2H), 8.12 (d, 1H), 7.78 (d, 1H), 7.27 (m, 1H), 7.22 (dd, 1H), 7.19 (s, 3H), 2.30 (s, 4H). The reactants are FC(F)(F)c1ccc(CBr)c(CBr)c1C(F)(F)F, CCO, Cc1ccc(S(N)(=O)=O)cc1, CC(=O)O, CO, [Na]. The product is FC(F)(F)c1ccc2c(c1C(F)(F)F)CNC2. RXN SMILES: [Br:1][CH2:2][c:3]1[c:4]([CH2:17][Br:18])[c:5]([C:13]([F:14])([F:15])[F:16])[c:6]([C:9]([F:10])([F:11])[F:12])[cH:7][cH:8]1.[CH3:19][CH2:20][OH:21].[CH3:23][c:24]1[cH:25][cH:26][c:27]([S:28](=[O:29])(=[O:30])[NH2:33])[cH:31][cH:32]1.[CH3:34][C:35](=[O:36])[OH:37].[CH3:38][OH:39].[Na:22]>>[CH2:2]1[c:3]2[c:4]([c:5]([C:13]([F:14])([F:15])[F:16])[c:6]([C:9]([F:10])([F:11])[F:12])[cH:7][cH:8]2)[CH2:17][NH:33]1. Starting materials: N1C=CC2=C(C=CC=C12)OC[C@H]1N(CCC1)C(=O)OC(C)(C)C (t-butyl (2S)-2-[(1H-indol-4-yloxy)methyl]-1-pyrrolidinecarboxylate), [H-].[Na+] (sodium hydride), C1(=CC=CC=C1)S(=O)(=O)Cl (benzenesulfonyl chloride). Run in C1CCOC1 (THF). Reaction conditions: time 30 minute. Product: C1(=CC=CC=C1)S(=O)(=O)N1C=CC2=C(C=CC=C12)OC[C@H]1N(CCC1)C(=O)OC(C)(C)C (t-Butyl (2S)-2-({[1-(phenylsulfonyl)-1H-indol-4-yl]oxy}methyl)-1-pyrrolidinecarboxylate). Reaction SMILES: [NH:1]1[C:9]2[C:4](=[C:5]([O:10][CH2:11][C@@H:12]3[CH2:16][CH2:15][CH2:14][N:13]3[C:17]([O:19][C:20]([CH3:23])([CH3:22])[CH3:21])=[O:18])[CH:6]=[CH:7][CH:8]=2)[CH:3]=[CH:2]1.[H-].[Na+].[C:26]1([S:32](Cl)(=[O:34])=[O:33])[CH:31]=[CH:30][CH:29]=[CH:28][CH:27]=1>C1COCC1>[C:26]1([S:32]([N:1]2[C:9]3[C:4](=[C:5]([O:10][CH2:11][C@@H:12]4[CH2:16][CH2:15][CH2:14][N:13]4[C:17]([O:19][C:20]([CH3:23])([CH3:22])[CH3:21])=[O:18])[CH:6]=[CH:7][CH:8]=3)[CH:3]=[CH:2]2)(=[O:34])=[O:33])[CH:31]=[CH:30][CH:29]=[CH:28][CH:27]=1 |f:1.2|. Procedure: A stirred solution of t-butyl (2S)-2-[(1H-indol-4-yloxy)methyl]-1-pyrrolidinecarboxylate (1.23 g, 3.89 mmol) in THF is treated with sodium hydride (0.17 g, 60% in mineral oil, 4.28 mmol) under nitrogen at room temperature, stirred for 30 minutes, treated with benzenesulfonyl chloride (0.55 mL, 4.28 mmol), stirred at room temperature for 22 h, quenched with ice-water and diluted with EtOAc. The organic phase is separated, washed sequentially with water and brine, dried over MgSO4 and concentrated... The reactants are IC1=NN(C2=NC=NC(=C21)N)C2CN(CCC2)C (3-iodo-1-(1-methyl-3-piperidyl)-1H-pyrazolo[3,4-d]pyrimidin-4-amine), CC=1C=C(C2=C(N=C(O2)NC2=CC=C(C=C2)B2OC(C(O2)(C)C)(C)C)C1)C (N-(5,7-dimethyl-1,3-benzoxazol-2-yl)-N-[4-(4,4,5,5-tetramethyl-1,3,2-dioxaborolan-2-yl)phenyl]amine), C([O-])([O-])=O.[Na+].[Na+] (sodium carbonate). Reagents/catalysts: [Pd].C1(=CC=CC=C1)P(C1=CC=CC=C1)C1=CC=CC=C1.C1(=CC=CC=C1)P(C1=CC=CC=C1)C1=CC=CC=C1.C1(=CC=CC=C1)P(C1=CC=CC=C1)C1=CC=CC=C1.C1(=CC=CC=C1)P(C1=CC=CC=C1)C1=CC=CC=C1 (tetrakis(triphenylphosphine)-palladium). Run in COCCOC (ethylene glycol dimethyl ether), O (water). Conditions: temperature 80 celsius. Product: NC1=C2C(=NC=N1)N(N=C2C2=CC=C(C=C2)NC=2OC1=C(N2)C=C(C=C1C)C)C1CN(CCC1)C (N2-{4-[4-amino-1-(1-methyl-3-piperidyl)-1H-pyrazolo[3,4-d]pyrimidin-3-yl]phenyl}-5,7-dimethyl-1,3-benzoxazol-2-amine). The yield is 12.0%. As a reaction SMILES: I[C:2]1[C:10]2[C:5](=[N:6][CH:7]=[N:8][C:9]=2[NH2:11])[N:4]([CH:12]2[CH2:17][CH2:16][CH2:15][N:14]([CH3:18])[CH2:13]2)[N:3]=1.[CH3:19][C:20]1[CH:21]=[C:22]([CH3:45])[C:23]2[O:27][C:26]([NH:28][C:29]3[CH:34]=[CH:33][C:32](B4OC(C)(C)C(C)(C)O4)=[CH:31][CH:30]=3)=[N:25][C:24]=2[CH:44]=1.C(=O)([O-])[O-].[Na+].[Na+]>COCCOC.O.[Pd].C1(P(C2C=CC=CC=2)C2C=CC=CC=2)C=CC=CC=1.C1(P(C2C=CC=CC=2)C2C=CC=CC=2)C=CC=CC=1.C1(P(C2C=CC=CC=2)C2C=CC=CC=2)C=CC=CC=1.C1(P(C2C=CC=CC=2)C2C=CC=CC=2)C=CC=CC=1>[NH2:11][C:9]1[N:8]=[CH:7][N:6]=[C:5]2[N:4]([CH:12]3[CH2:17][CH2:16][CH2:15][N:14]([CH3:18])[CH2:13]3)[N:3]=[C:2]([C:32]3[CH:31]=[CH:30][C:29]([NH:28][C:26]4[O:27][C:23]5[C:22]([CH3:45])=[CH:21][C:20]([CH3:19])=[CH:44][C:24]=5[N:25]=4)=[CH:34][CH:33]=3)[C:10]=12 |f:2.3.4,7.8.9.10.11|. Procedure: A mixture of 3-iodo-1-(1-methyl-3-piperidyl)-1H-pyrazolo[3,4-d]pyrimidin-4-amine (0.35 g, 0.001 mol), N-(5,7-dimethyl-1,3-benzoxazol-2-yl)-N-[4-(4,4,5,5-tetramethyl-1,3,2-dioxaborolan-2-yl)phenyl]amine (0.44 g, 0.0012 mol), tetrakis(triphenylphosphine)-palladium (0.058 g, 0.00005 mol) and sodium carbonate (0.27 g, 0.0025 mol) in ethylene glycol dimethyl ether (30 mL) and water (6 mL) was heated at 80° C. for 16 hours under an atmosphere of nitrogen. The mixture was allowed to cool to ambient tem... Starting materials: FC(COC1=CC=C(C=N1)C(C)N)(F)F (1-[6-(2,2,2-trifluoroethoxy)pyridin-3-yl]ethanamine), ClC1=NC=C(C#N)C=C1 (6-chloronicotinonitrile), FC(CO)F (2,2-difluoroethanol). Yields the product FC(COC1=CC=C(C=N1)C(C)N)F (1-[6-(2,2-difluoroethoxy)pyridin-3-yl]ethanamine). As a reaction SMILES: [F:1][C:2](F)([F:14])[CH2:3][O:4][C:5]1[N:10]=[CH:9][C:8]([CH:11]([NH2:13])[CH3:12])=[CH:7][CH:6]=1.ClC1C=CC(C#N)=CN=1.FC(F)CO>>[F:14][CH:2]([F:1])[CH2:3][O:4][C:5]1[N:10]=[CH:9][C:8]([CH:11]([NH2:13])[CH3:12])=[CH:7][CH:6]=1. Procedure details: The title compound was synthesised according to the 2-step procedure described for the synthesis of 1-[6-(2,2,2-trifluoroethoxy)pyridin-3-yl]ethanamine starting from 6-chloronicotinonitrile and 2,2-difluoroethanol. Starting materials: C(C)=O (acetaldehyde), O.C1(=CC=C(C=C1)S(=O)(=O)O)C (para-toluene sulfonic acid monohydrate), C(=O)(O)[O-].[Na+] (NaHCO3), C[C@H]1[C@H](C2(CCCC2)CCC1)C(C)=O (1-(rel-(6R,7R)-7-methylspiro[4.5]decan-6-yl)ethanone), C(C)(C)NC(C)C (diisopropylamine), C(CCC)[Li] (n-butyl lithium), Cl (HCl), ice. The solvent is O1CCCC1 (tetrahydrofuran), O1CCCC1 (tetrahydrofuran), O1CCCC1 (tetrahydrofuran). Reaction conditions: temperature -30 celsius, time 20 minute. The product is crude product, C[C@H]1[C@H](C2(CCCC2)CCC1)C(\C=C\C)=O ((E)-1-(rel-(6R,7R)-7-methylspiro[4.5]decan-6-yl)but-2-en-1-one). The yield is 33.0%. Reaction SMILES: C(N[CH:5]([CH3:7])[CH3:6])(C)C.C([Li])CCC.[CH3:13][C@@H:14]1[CH2:23][CH2:22][CH2:21][C:16]2([CH2:20][CH2:19][CH2:18][CH2:17]2)[C@@H:15]1[C:24](=[O:26])C.C(=O)C.Cl.O.C1(C)C=CC(S(O)(=O)=O)=CC=1.C([O-])(O)=O.[Na+]>O1CCCC1>[CH3:13][C@@H:14]1[CH2:23][CH2:22][CH2:21][C:16]2([CH2:20][CH2:19][CH2:18][CH2:17]2)[C@@H:15]1[C:24](=[O:26])/[CH:7]=[CH:5]/[CH3:6] |f:5.6,7.8|. Reported procedure: At −60° C., a solution of diisopropylamine (4.1 ml, 28.8 mmol) in tetrahydrofuran (30 ml) was treated with n-butyl lithium (18 ml, 1.6M in hexane, 28.8 mmol). The resulting solution was stirred at −30° C. for 20 min., cooled to −70° C., and treated with a solution of crude 1-(rel-(6R,7R)-7-methylspiro[4.5]decan-6-yl)ethanone (4.3 g, 22 mmol) in tetrahydrofuran (10 ml). The resulting solution was stirred 45 min. at −70° C., and treated within 15 min. with a solution of acetaldehyde (5 ml, 88.5 mm... Starting materials: F[B-](F)(F)F, CCN(C(C)C)C(C)C, Cc1cc(NC(=O)NCCN2CCC(N)C2)c2ccccc2n1, CN(C)C=O, O=C(O)c1ccccn1, CN(C)C(On1nnc2ccccc21)=[N+](C)C. Yields the product Cc1cc(NC(=O)NCCN2CCC(NC(=O)c3ccccn3)C2)c2ccccc2n1. As a reaction SMILES: [B-:42]([F:43])([F:44])([F:45])[F:46].[CH:24]([N:25]([CH2:26][CH3:27])[CH:28]([CH3:29])[CH3:30])([CH3:31])[CH3:32].[NH2:1][CH:2]1[CH2:3][N:4]([CH2:7][CH2:8][NH:9][C:10](=[O:11])[NH:12][c:13]2[cH:14][c:15]([CH3:23])[n:16][c:17]3[cH:18][cH:19][cH:20][cH:21][c:22]23)[CH2:5][CH2:6]1.[O:64]=[CH:65][N:66]([CH3:67])[CH3:68].[OH:33][C:34](=[O:35])[c:36]1[cH:37][cH:38][cH:39][cH:40][n:41]1.[n:47]1([O:48][C:49]([N:50]([CH3:51])[CH3:52])=[N+:53]([CH3:54])[CH3:55])[c:56]2[cH:57][cH:58][cH:59][cH:60][c:61]2[n:62][n:63]1>>[NH:1]([CH:2]1[CH2:3][N:4]([CH2:7][CH2:8][NH:9][C:10](=[O:11])[NH:12][c:13]2[cH:14][c:15]([CH3:23])[n:16][c:17]3[cH:18][cH:19][cH:20][cH:21][c:22]23)[CH2:5][CH2:6]1)[C:34](=[O:33])[c:36]1[cH:37][cH:38][cH:39][cH:40][n:41]1.